Task: describe an organic reaction: reactants, conditions, products, and yield. Dataset: the Open Reaction Database (ORD), a public repository of structured organic reaction records The reactants are C(C)(C)(C)OC(NC1(CCC1)C1=CC=C(C=C1)C1=NC=2CCC=3C(C2C=C1C1=CC=CC=C1)=NNC3O)=O (tert-butyl(1-(4-(3-hydroxy-8-phenyl-4,5-dihydro-2H-pyrazolo[3,4-f]quinolin-7-yl)phenyl)cyclobutyl)carbamate). The solvent is C(=O)(C(F)(F)F)O (TFA). Run at time 30 second. The product is NC1(CCC1)C1=CC=C(C=C1)C1=NC=2CCC=3C(C2C=C1C1=CC=CC=C1)=NNC3O (7-(4-(1-aminocyclobutyl)phenyl)-8-phenyl-4,5-dihydro-2H-pyrazolo[3,4-f]quinolin-3-ol). Isolated yield 19.8%. As a reaction SMILES: C(OC(=O)[NH:7][C:8]1([C:12]2[CH:17]=[CH:16][C:15]([C:18]3[C:27]([C:28]4[CH:33]=[CH:32][CH:31]=[CH:30][CH:29]=4)=[CH:26][C:25]4[C:24]5=[N:34][NH:35][C:36]([OH:37])=[C:23]5[CH2:22][CH2:21][C:20]=4[N:19]=3)=[CH:14][CH:13]=2)[CH2:11][CH2:10][CH2:9]1)(C)(C)C>C(O)(C(F)(F)F)=O>[NH2:7][C:8]1([C:12]2[CH:13]=[CH:14][C:15]([C:18]3[C:27]([C:28]4[CH:29]=[CH:30][CH:31]=[CH:32][CH:33]=4)=[CH:26][C:25]4[C:24]5=[N:34][NH:35][C:36]([OH:37])=[C:23]5[CH2:22][CH2:21][C:20]=4[N:19]=3)=[CH:16][CH:17]=2)[CH2:11][CH2:10][CH2:9]1. Procedure: tert-butyl(1-(4-(3-hydroxy-8-phenyl-4,5-dihydro-2H-pyrazolo[3,4-f]quinolin-7-yl)phenyl)cyclobutyl)carbamate (19 mg, 0.037 mmol) was dissolved in TFA (1 mL) and stirred for 30 seconds. The solution was immediately concentrated to dryness under reduced pressure. The residue was dissolved in diethyl ether (˜2 mL) and concentrated to dryness under reduced pressure three times. The residue was then slurried in diethyl ether (2 mL) and after settling the supernatant solvent removed by pipette. This wa... Starting materials: C(C)(C)(C)OC(=O)N(N)C(C1=CC=CC=C1)=O (benzoylhydrazinecarboxylic acid tert-butyl ester), ClN1C(CCC1=O)=O (N-chlorosuccinimide). Run in C(C)(=O)OCC (ethyl acetate), C(C)(=O)O (acetic acid). Conditions: time 1 hour. Product: C(C)(C)(C)OC(=O)N(NCl)C(C1=CC=CC=C1)=O (chloro-benzoylhydrazinecarboxylic acid tert-butyl ester). Reaction SMILES: [C:1]([O:5][C:6]([N:8]([C:10](=[O:17])[C:11]1[CH:16]=[CH:15][CH:14]=[CH:13][CH:12]=1)[NH2:9])=[O:7])([CH3:4])([CH3:3])[CH3:2].[Cl:18]N1C(=O)CCC1=O>C(O)(=O)C.C(OCC)(=O)C>[C:1]([O:5][C:6]([N:8]([C:10](=[O:17])[C:11]1[CH:16]=[CH:15][CH:14]=[CH:13][CH:12]=1)[NH:9][Cl:18])=[O:7])([CH3:4])([CH3:2])[CH3:3]. Procedure details: To a solution of a benzoylhydrazinecarboxylic acid tert-butyl ester (Example 7) in acetic acid (5 mL) is added N-chlorosuccinimide (1.2 eq.). After 1 hour, the reaction mixture is diluted with ethyl acetate and washed with saturated NaHCO3, water, and brine. The organic layer is dried over MgSO4 and filtered. The filtrate is concentrated under vacuum and purified via flash column chromatography (ethyl acetate/hexanes) to afford the corresponding chloro-benzoylhydrazinecarboxylic acid tert-butyl ... The reactants are CN(CCN(C)C)C (N,N,N′,N′-tetramethylethylenediamine), C(C)(CC)[Li] (sec-butyl lithium), B(OC)(OC)OC (trimethyl borate), C(C)OC=1C=C(C(=O)N(C(C)C)C(C)C)C=CN1 (2-Ethoxy-N,N-diisopropylisonicotinamide), [Cl-].[NH4+] (ammonium chloride), Cl (hydrochloric acid). Run in C1CCOC1 (THF), C1CCOC1 (THF). Reaction conditions: temperature 0 celsius, time 15 minute. Yields the product C(C)(C)N(C(=O)C1=C(C(=NC=C1)OCC)B(O)O)C(C)C ({4-[(Diisopropylamino)carbonyl]-2-ethoxypyridin-3-yl}boronic acid). Reaction SMILES: CN(C)CCN(C)C.C([Li])(CC)C.[CH2:14]([O:16][C:17]1[CH:18]=[C:19]([CH:29]=[CH:30][N:31]=1)[C:20]([N:22]([CH:26]([CH3:28])[CH3:27])[CH:23]([CH3:25])[CH3:24])=[O:21])[CH3:15].[B:32](OC)([O:35]C)[O:33]C.[Cl-].[NH4+].Cl>C1COCC1>[CH:23]([N:22]([CH:26]([CH3:28])[CH3:27])[C:20]([C:19]1[CH:29]=[CH:30][N:31]=[C:17]([O:16][CH2:14][CH3:15])[C:18]=1[B:32]([OH:35])[OH:33])=[O:21])([CH3:25])[CH3:24] |f:4.5|. Procedure: To a solution of N,N,N′,N′-tetramethylethylenediamine (7.46 ml, 49.4 mmol) in THF (105 ml) at −78° C., sec-butyl lithium (35.3 ml, 49.4 mmol, 1.4 M in cyclohexane) was added. 2-Ethoxy-N,N-diisopropylisonicotinamide (8.25 g, 33.0 mmol) in THF (10 mL) was added slowly over 5 min. After 15 min, trimethyl borate (11.23 ml, 101 mmol) was added and after an additional 30 min, the mixture was allowed to warm to 0° C. To this mixture, aqueous ammonium chloride (saturated, 35 mL) and hydrochloric acid (1... The reactants are FC1=CC=C(C=C1)C(N1CCNCC1)C1=CC=C(C=C1)F (1-[bis(4-fluorophenyl)methyl]piperazine), C1(=CC=CC2=CC=CC=C12)NC(CCl)=O (N-(1-naphthyl)chloroacetamide), C([O-])([O-])=O.[K+].[K+] (potassium carbonate). Solvent: O1CCCC1 (tetrahydrofuran), CN(C=O)C (N,N-dimethylformamide), C(C)(=O)OCC (ethyl acetate). Conditions: temperature 25 celsius, time 15 hour. Product: FC1=CC=C(C=C1)C(N1CCN(CC1)CC(NC1=CC=CC2=CC=CC=C12)=O)C1=CC=C(C=C1)F (1-[bis(4-fluorophenyl)methyl]4-(1-naphthylcarbamoylmethyl)piperazine). Isolated yield 90.7%. As a reaction SMILES: [F:1][C:2]1[CH:7]=[CH:6][C:5]([CH:8]([C:15]2[CH:20]=[CH:19][C:18]([F:21])=[CH:17][CH:16]=2)[N:9]2[CH2:14][CH2:13][NH:12][CH2:11][CH2:10]2)=[CH:4][CH:3]=1.[C:22]1([NH:32][C:33](=[O:36])[CH2:34]Cl)[C:31]2[C:26](=[CH:27][CH:28]=[CH:29][CH:30]=2)[CH:25]=[CH:24][CH:23]=1.C(=O)([O-])[O-].[K+].[K+]>O1CCCC1.CN(C)C=O.C(OCC)(=O)C>[F:21][C:18]1[CH:19]=[CH:20][C:15]([CH:8]([C:5]2[CH:4]=[CH:3][C:2]([F:1])=[CH:7][CH:6]=2)[N:9]2[CH2:10][CH2:11][N:12]([CH2:34][C:33](=[O:36])[NH:32][C:22]3[C:31]4[C:26](=[CH:27][CH:28]=[CH:29][CH:30]=4)[CH:25]=[CH:24][CH:23]=3)[CH2:13][CH2:14]2)=[CH:16][CH:17]=1 |f:2.3.4|. Reported procedure: A mixture of 290 mg of 1-[bis(4-fluorophenyl)methyl]piperazine and 400 mg of N-(1-naphthyl)chloroacetamide was dissolved in 10 ml of a 1:1 by volume mixture of tetrahydrofuran and N,N-dimethylformamide. 1.2 g of anhydrous potassium carbonate were then added to the solution, after which the reaction mixture was stirred for 15 hours at 25° C. and then diluted with ethyl acetate. The organic layer was washed three times with water and then dried over anhydrous magnesium sulfate. The solvent was eva... Reactants: [BH4-].[Na+] (sodium borohydride), C(CC)C=1N(C(=C(N1)C(C(C)(C)C)=O)C#N)CC1=CC=C(C=C1)C1=C(C=CC=C1)C1=NN=NN1C(C1=CC=CC=C1)(C1=CC=CC=C1)C1=CC=CC=C1 (2-propyl-4-pivaloyl-1-{4-[2-(trityltetrazol-5-yl)phenyl]phenyl}methylimidazole-5-carbonitrile). The solvent is C(C)O (ethanol), O1CCCC1 (tetrahydrofuran). Conditions: time 2.5 hour. Yields the product OC(C(C)(C)C)C=1N=C(N(C1C#N)CC1=CC=C(C=C1)C1=C(C=CC=C1)C1=NN=NN1C(C1=CC=CC=C1)(C1=CC=CC=C1)C1=CC=CC=C1)CCC (4-(1-Hydroxy-2,2-dimethylpropyl)-2-propyl-1-{4-[2-(trityltetrazol-5-yl)phenyl]phenyl}methylimidazole-5-carbonitrile). Yield: 96.2%. Reaction SMILES: [BH4-].[Na+].[CH2:3]([C:6]1[N:7]([CH2:19][C:20]2[CH:25]=[CH:24][C:23]([C:26]3[CH:31]=[CH:30][CH:29]=[CH:28][C:27]=3[C:32]3[N:36]([C:37]([C:50]4[CH:55]=[CH:54][CH:53]=[CH:52][CH:51]=4)([C:44]4[CH:49]=[CH:48][CH:47]=[CH:46][CH:45]=4)[C:38]4[CH:43]=[CH:42][CH:41]=[CH:40][CH:39]=4)[N:35]=[N:34][N:33]=3)=[CH:22][CH:21]=2)[C:8]([C:17]#[N:18])=[C:9]([C:11](=[O:16])[C:12]([CH3:15])([CH3:14])[CH3:13])[N:10]=1)[CH2:4][CH3:5]>C(O)C.O1CCCC1>[OH:16][CH:11]([C:9]1[N:10]=[C:6]([CH2:3][CH2:4][CH3:5])[N:7]([CH2:19][C:20]2[CH:21]=[CH:22][C:23]([C:26]3[CH:31]=[CH:30][CH:29]=[CH:28][C:27]=3[C:32]3[N:36]([C:37]([C:38]4[CH:39]=[CH:40][CH:41]=[CH:42][CH:43]=4)([C:50]4[CH:51]=[CH:52][CH:53]=[CH:54][CH:55]=4)[C:44]4[CH:45]=[CH:46][CH:47]=[CH:48][CH:49]=4)[N:35]=[N:34][N:33]=3)=[CH:24][CH:25]=2)[C:8]=1[C:17]#[N:18])[C:12]([CH3:15])([CH3:13])[CH3:14] |f:0.1|. Reported procedure: A solution of 108 mg of sodium borohydride in 20 ml of ethanol was added to a solution of 2.00 g of 2-propyl-4-pivaloyl-1-{4-[2-(trityltetrazol-5-yl)phenyl]phenyl}methylimidazole-5-carbonitrile [prepared as described in step (a) above] in 40 ml of tetrahydrofuran, and the mixture was stirred at room temperature for 2.5 hours. At the end of this time, the reaction mixture was concentrated by evaporation under reduced pressure, and the residue was dissolved in a mixture of ethyl acetate and water.... The reagents and catalysts are [Fe] (iron). Yields the product NC=1C=CC2=C(N(C(CO2)=O)CC#C)C1 (6-amino-4-propargyl-2H-1,4-benzoxazin-3 (4H)-one). Run in C(C)(=O)O (acetic acid), CCOC(=O)C (EtOAc), CCOC(=O)C (EtOAc), O (water), C(C)(=O)O (acetic acid). Reported procedure: To a slurry of 5.1 g (91 mmol) of iron powder in 42.5 ml of 5% aqueous acetic acid was added dropwise a solution of 4 g (17 mmol) of 6-nitro-4-propargyl-2H-1,4-benzoxazin-3(4H)-one dissolved in 42.5 ml of glacial acetic acid and 42.5 ml of EtOAc. The reaction mixture was heated to gentle reflux for 1 hour then cooled to room temperature. The iron was removed by suction filtration. EtOAc (50 ml) was added to the filtrate and the layers were separated. The aqueous phase was extracted with EtOAc (2... RXN SMILES: [N+:1]([C:4]1[CH:5]=[CH:6][C:7]2[O:12][CH2:11][C:10](=[O:13])[N:9]([CH2:14][C:15]#[CH:16])[C:8]=2[CH:17]=1)([O-])=O>C(O)(=O)C.CCOC(C)=O.O.[Fe]>[NH2:1][C:4]1[CH:5]=[CH:6][C:7]2[O:12][CH2:11][C:10](=[O:13])[N:9]([CH2:14][C:15]#[CH:16])[C:8]=2[CH:17]=1. Isolated yield 74.2%. Starting materials: [N+](=O)([O-])C=1C=CC2=C(N(C(CO2)=O)CC#C)C1 (6-nitro-4-propargyl-2H-1,4-benzoxazin-3(4H)-one). Starting materials: N1C(=NC2=C1C=CC=C2)CN(CC2=CC=C(C=C2)CN)C2CCCC=1C=CC=NC21 (N′-(1H-benzimidazol-2-ylmethyl)-N′-(5,6,7,8-tetrahydro-8-quinolinyl)-1,4-benzenedimethanamine), C(C)(C)(C)OC(=O)N1[C@H](C(=O)O)CCC1 (N-(tert-butoxycarbonyl)-L-proline), C(C)(C)N(C(C)C)CC (N,N-diisopropylethylamine), O.ON1N=NC2=C1C=CC=C2 (1-hydroxybenzotriazole hydrate), Cl.CN(CCCN=C=NCC)C (1-(3-dimethylaminopropyl)-3-ethyl carbodiimide HCl). The solvent is C(Cl)Cl (CH2Cl2), C([O-])(O)=O.[Na+] (sodium bicarbonate), C(Cl)Cl (CH2Cl2). Conditions: time 8 hour. The product is NCC1C(NCCC1)=O (3-(aminomethyl)-2-piperidone). The yield is 451.3%. Reaction SMILES: [NH:1]1C2C=CC=CC=2N=C1CN(C1C2N=CC=CC=2CCC1)CC1C=CC(CN)=CC=1.C([O:35][C:36]([N:38]1[CH2:45][CH2:44][CH2:43][C@H:39]1[C:40](O)=O)=O)(C)(C)C.C(N(CC)C(C)C)(C)C.O.ON1C2C=CC=CC=2N=N1.Cl.CN(C)CCCN=C=NCC>C(Cl)Cl.C(=O)(O)[O-].[Na+]>[NH2:1][CH2:40][CH:39]1[CH2:43][CH2:44][CH2:45][NH:38][C:36]1=[O:35] |f:3.4,5.6,8.9|. Procedure details: To a stirred solution of N′-(1H-benzimidazol-2-ylmethyl)-N′-(5,6,7,8-tetrahydro-8-quinolinyl)-1,4-benzenedimethanamine (148 mg, 0.37 mmol) in dry CH2Cl2 (5 mL) was added N-(tert-butoxycarbonyl)-L-proline (88 mg, 0.41 mmol), N,N-diisopropylethylamine (0.13 mL, 0.75 mmol), 1-hydroxybenzotriazole hydrate (68 mg, 0.50 mmol) and 1-(3-dimethylaminopropyl)-3-ethyl carbodiimide HCl (EDC) (99 mg, 0.52 mmol) and the mixture stirred at room temperature overnight. The reaction mixture was diluted with CH2Cl... Starting materials: C(C)OC(=O)C1CCN(CC1)C(=O)OC(C)(C)C (piperidine-1,4-dicarboxylic acid-1-tert-butyl ester-4-ethyl ester), C(C=C)Br (allyl bromide), [Cl-].[NH4+] (ammonium chloride), C(CCC)[Li] (n-Butyllithium), C(C)(C)NC(C)C (diisopropyl amine). Solvent: O1CCCC1 (tetrahydrofuran), CN(P(=O)(N(C)C)N(C)C)C (Hexamethyl phosphoramide), O1CCCC1 (tetrahydrofuran). Reaction conditions: temperature -70 celsius, time 30 minute. The product is C(C)OC(=O)C1(CCN(CC1)C(=O)OC(C)(C)C)CC=C (4-allyl piperidine-1,4-dicarboxylic acid-1-tert-butylester-4-ethyl ester). RXN SMILES: [CH2:1]([Li])[CH2:2][CH2:3]C.C(NC(C)C)(C)C.[CH2:13]([O:15][C:16]([CH:18]1[CH2:23][CH2:22][N:21]([C:24]([O:26][C:27]([CH3:30])([CH3:29])[CH3:28])=[O:25])[CH2:20][CH2:19]1)=[O:17])[CH3:14].C(Br)C=C.[Cl-].[NH4+]>O1CCCC1.CN(C)P(N(C)C)(N(C)C)=O>[CH2:13]([O:15][C:16]([C:18]1([CH2:3][CH:2]=[CH2:1])[CH2:23][CH2:22][N:21]([C:24]([O:26][C:27]([CH3:29])([CH3:28])[CH3:30])=[O:25])[CH2:20][CH2:19]1)=[O:17])[CH3:14] |f:4.5|. Reported procedure: n-Butyllithium (15% solution in n-hexane; 24.5 mL, 0.057 mol) is added to a stirred solution of diisopropyl amine (8.38 mL, 0.059 mol) in tetrahydrofuran (140 mL) at −70° C. under an atmosphere of nitrogen and stirred for 30 minutes. A solution of piperidine-1,4-dicarboxylic acid-1-tert-butyl ester-4-ethyl ester (8.0 g, 0.0311 mol) in tetrahydrofuran (20 mL) is introduced at −70° C. Hexamethyl phosphoramide (15 mL) is added and reaction mixture is allowed to stir till the temperature reaches at ... The reactants are C12C=CC(C=C1)C2 (2,5-norbornadiene), C(#N)C=1C=NC=CC1 (3-cyanopyridine), O.NN (hydrazine monohydrate), C1(=CC=CC=C1)C(=O)C(=O)C1=CC=CC=C1 (Benzil), C12C=CC(C=C1)C2 (2,5-norbornadiene), NN (hydrazine). Solvent: C=1(C(=CC=CC1)C)C (xylene), C1(=CC=CC=C1)C (toluene), O (water), C=1(C(=CC=CC1)C)C (xylene), O (water), C1(=CC=CC=C1)C (toluene). Product: C1(=CC=CC=C1)C=1C=CC(=NC1C1=CC=CC=C1)C=1C=NC=CC1 (3-(5,6-Diphenyl-2-pyridyl)pyridine). Isolated yield 61.4%. As a reaction SMILES: [C:1]([C:3]1[CH:4]=[N:5][CH:6]=[CH:7][CH:8]=1)#[N:2].O.NN.NN.[C:14]1([C:20]([C:22]([C:24]2[CH:29]=[CH:28][CH:27]=[CH:26][CH:25]=2)=O)=O)[CH:19]=[CH:18][CH:17]=[CH:16][CH:15]=1.[CH:30]12CC(C=C1)C=[CH:31]2>C1(C)C(C)=CC=CC=1.C1(C)C=CC=CC=1.O>[C:14]1([C:20]2[CH:30]=[CH:31][C:1]([C:3]3[CH:4]=[N:5][CH:6]=[CH:7][CH:8]=3)=[N:2][C:22]=2[C:24]2[CH:29]=[CH:28][CH:27]=[CH:26][CH:25]=2)[CH:19]=[CH:18][CH:17]=[CH:16][CH:15]=1 |f:1.2|. Procedure: In a 50-mL egg-plant flask, 1.0 ml of water, 0.99 g (9.5 mmole) of 3-cyanopyridine and 5.5 g (0.095 mole) of a hydrazine monohydrate were charged and they were reacted at 30° C. for 3 hours under stirring. After disappearance of raw materials was confirmed by HPLC analysis, 10 ml of toluene was added and from the resulting mixture, water and excess hydrazine were distilled off under reduced pressure. This operation was repeated three times in total. To the residue were added 5.5 ml of water and ... Reactants: ClC1=C(C(=O)NC(CCCCC2=CC=C(C=C2)F)=N)C=C(C=N1)Cl (2,5-dichloro-N-[5-(4-fluoro-phenyl)-1-imino-pentyl]-nicotinamide), CC(C)(C)[O-].[K+] (KOtBu). Yields the product ClC1=CC2=C(N=C(NC2=O)CCCCC2=CC=C(C=C2)F)N=C1 (6-chloro-2-[4-(4-fluoro-phenyl)-butyl]-3H-pyrido[2,3-d]pyrimidin-4-one). RXN SMILES: Cl[C:2]1[N:23]=[CH:22][C:21]([Cl:24])=[CH:20][C:3]=1[C:4]([NH:6][C:7](=[NH:19])[CH2:8][CH2:9][CH2:10][CH2:11][C:12]1[CH:17]=[CH:16][C:15]([F:18])=[CH:14][CH:13]=1)=[O:5].CC([O-])(C)C.[K+]>>[Cl:24][C:21]1[CH:22]=[N:23][C:2]2[N:19]=[C:7]([CH2:8][CH2:9][CH2:10][CH2:11][C:12]3[CH:17]=[CH:16][C:15]([F:18])=[CH:14][CH:13]=3)[NH:6][C:4](=[O:5])[C:3]=2[CH:20]=1 |f:1.2|. Reported procedure: In analogy to the procedure described in example 78.4, 2,5-dichloro-N-[5-(4-fluoro-phenyl)-1-imino-pentyl]-nicotinamide was treated with KOtBu to obtain 6-chloro-2-[4-(4-fluoro-phenyl)-butyl]-3H-pyrido[2,3-d]pyrimidin-4-one as off-white crystals. MS: m/e=332.2 [M+H+].